Dataset: the Open Reaction Database (ORD), a public repository of structured organic reaction records. Task: describe an organic reaction: reactants, conditions, products, and yield Yields the product COc1ccc(Cn2nc(C)c3cc(NCCC4CC4C4CCN(c5ncc(Cl)cn5)CC4)ccc32)cc1. Starting materials: COc1ccc(Cn2nc(C)c3cc(N)ccc32)cc1, Cc1ccc(S(=O)(=O)OCCC2CC2C2CCN(c3ncc(Cl)cn3)CC2)cc1, CC#N, [I-], [K+], O. As a reaction SMILES: [CH3:1][O:2][c:3]1[cH:4][cH:5][c:6]([CH2:7][n:8]2[n:9][c:10]([CH3:18])[c:11]3[cH:12][c:13]([NH2:17])[cH:14][cH:15][c:16]23)[cH:19][cH:20]1.[CH3:21][c:22]1[cH:23][cH:24][c:25]([S:26]([O:27][CH2:32][CH2:33][CH:34]2[CH:35]([CH:37]3[CH2:38][CH2:39][N:40]([c:43]4[n:44][cH:45][c:46]([Cl:49])[cH:47][n:48]4)[CH2:41][CH2:42]3)[CH2:36]2)(=[O:28])=[O:29])[cH:30][cH:31]1.[CH3:52][C:53]#[N:54].[I-:51].[K+:50].[OH2:55]>>[CH3:1][O:2][c:3]1[cH:4][cH:5][c:6]([CH2:7][n:8]2[n:9][c:10]([CH3:18])[c:11]3[cH:12][c:13]([NH:17][CH2:32][CH2:33][CH:34]4[CH:35]([CH:37]5[CH2:38][CH2:39][N:40]([c:43]6[n:44][cH:45][c:46]([Cl:49])[cH:47][n:48]6)[CH2:41][CH2:42]5)[CH2:36]4)[cH:14][cH:15][c:16]23)[cH:19][cH:20]1. Reactants: C(C(C)(C)C)(=O)CC#N (pivalyl acetonitrile), Cl (hydrochloric acid), [OH-].[Li+] (lithium hydroxide), Cl.NO (hydroxylamine hydrochloride). Run in C(C)O (ethanol), O (water). Reported procedure: In a 1 l. 3-neck round bottom flask there was placed 30 g. of pivalyl acetonitrile, 13.5 g. of lithium hydroxide, 394 ml. of water and 281 ml. of ethanol. This mixture was heated to reflux and there was added thereto over a period of 10 minutes 94 ml. of an aqueous solution of 22.2 g. of hydroxylamine hydrochloride. The pH of the reaction mixture after the addition was complete was about 7.3. This pH was adjusted to about pH 6.7 using concentrated aqueous hydrochloric acid. After 30 minutes the ... Reaction conditions: time 10 minute. Isolated yield 52.0%. The product is NC1=NOC(=C1)C(C)(C)C (3-amino-5-(t-butyl)isoxazole). Reaction SMILES: [C:1]([CH2:7][C:8]#[N:9])(=[O:6])[C:2]([CH3:5])([CH3:4])[CH3:3].[OH-].[Li+].Cl.[NH2:13]O.Cl>C(O)C.O>[NH2:9][C:8]1[CH:7]=[C:1]([C:2]([CH3:5])([CH3:4])[CH3:3])[O:6][N:13]=1 |f:1.2,3.4|.